This data is from the Open Reaction Database (ORD), a public repository of structured organic reaction records. The task is: describe an organic reaction: reactants, conditions, products, and yield The reactants are C([O-])([O-])=O.[Ca+2] (calcium carbonate), OC=1C(=C2CCN(C2=C(C1CC(=C)C)C)C=O)C (2,3-Dihydro-5-hydroxy-4,7-dimethyl-6-(2-methyl-2-propenyl)-1H-indole-1-carbaldehyde), I(=O)(=O)Cl.I(=O)(=O)Cl.C[NH+](C)C (trimethylammonium dichloroiodate). The solvent is CO.C1CCOC1 (methanol THF). Conditions: time 1 hour. The product is ICC1(CC=2C(=C(C=3CCN(C3C2C)C=O)C)O1)C (3,5,6,7-Tetrahydro-2-(iodomethyl)-2,4,8-trimethyl-2H-furo[2,3-f]indole-5-carbaldehyde). Isolated yield 87.5%. As a reaction SMILES: [OH:1][C:2]1[C:3]([CH3:18])=[C:4]2[C:8](=[C:9]([CH3:15])[C:10]=1[CH2:11][C:12]([CH3:14])=[CH2:13])[N:7]([CH:16]=[O:17])[CH2:6][CH2:5]2.C(=O)([O-])[O-].[Ca+2].[I:24](Cl)(=O)=O.I(Cl)(=O)=O.C[NH+](C)C>CO.C1COCC1>[I:24][CH2:13][C:12]1([CH3:14])[O:1][C:2]2=[C:3]([CH3:18])[C:4]3[CH2:5][CH2:6][N:7]([CH:16]=[O:17])[C:8]=3[C:9]([CH3:15])=[C:10]2[CH2:11]1 |f:1.2,3.4.5,6.7|. Reported procedure: 2,3-Dihydro-5-hydroxy-4,7-dimethyl-6-(2-methyl-2-propenyl)-1H-indole-1-carbaldehyde (4.17 g, 17.0 mmol) was dissolved in methanol-THF solution (34 ml, 1:1). To the mixture was added calcium carbonate (2.21 g, 22.1 mmol) and then trimethylammonium dichloroiodate (6.51 g, 18.7 mmol) was added. After stirring for 1 hour at room temperature, the reaction mixture was filtered, and the filtrate was concentrated under reduced pressure. The residue was combined a 10% aqueous solution of sodium thiosulfa...